From a dataset of the Open Reaction Database (ORD), a public repository of structured organic reaction records. describe an organic reaction: reactants, conditions, products, and yield Reactants: [Si](C)(C)(C(C)(C)C)OC1=CC=C(C=C1)N(C(=O)[C@H]1[C@@H](C1)C1=NC=CC=C1)C[C@H]([C@H](CC)C)NC(OC(C)(C)C)=O (tert-butyl (2S,3S)-1-(N-(4-(tert-butyldimethylsilyloxy)phenyl)-trans-2-(pyridin-2-yl)cyclopropanecarboxamido)-3-methylpentan-2-ylcarbamate), [F-].C(CCC)[N+](CCCC)(CCCC)CCCC (tetrabutylammonium fluoride). The solvent is O1CCCC1 (tetrahydrofuran). Product: OC1=CC=C(C=C1)N(C(=O)[C@H]1[C@@H](C1)C1=NC=CC=C1)C[C@H]([C@H](CC)C)NC(OC(C)(C)C)=O (tert-butyl (2S,3S)-1-((1R,2R)—N-(4-hydroxyphenyl)-2-(pyridin-2-yl)cyclopropanecarboxamido)-3-methylpentan-2-ylcarbamate). Reaction SMILES: [Si]([O:8][C:9]1[CH:14]=[CH:13][C:12]([N:15]([CH2:27][C@@H:28]([NH:33][C:34](=[O:40])[O:35][C:36]([CH3:39])([CH3:38])[CH3:37])[C@@H:29]([CH3:32])[CH2:30][CH3:31])[C:16]([C@@H:18]2[CH2:20][C@H:19]2[C:21]2[CH:26]=[CH:25][CH:24]=[CH:23][N:22]=2)=[O:17])=[CH:11][CH:10]=1)(C(C)(C)C)(C)C.[F-].C([N+](CCCC)(CCCC)CCCC)CCC>O1CCCC1>[OH:8][C:9]1[CH:14]=[CH:13][C:12]([N:15]([CH2:27][C@@H:28]([NH:33][C:34](=[O:40])[O:35][C:36]([CH3:37])([CH3:39])[CH3:38])[C@@H:29]([CH3:32])[CH2:30][CH3:31])[C:16]([C@@H:18]2[CH2:20][C@H:19]2[C:21]2[CH:26]=[CH:25][CH:24]=[CH:23][N:22]=2)=[O:17])=[CH:11][CH:10]=1 |f:1.2|. Procedure: A solution of tert-butyl (2S,3S)-1-(N-(4-(tert-butyldimethylsilyloxy)phenyl)-trans-2-(pyridin-2-yl)cyclopropanecarboxamido)-3-methylpentan-2-ylcarbamate (720 mg, 1.3 mmol) and tetrahydrofuran (25 mL) was treated with tetrabutylammonium fluoride (1 M THF solution, 2.5 mL, 2.5 mmol). The reaction was maintained at room temperature for 2 h, then concentrated under reduced pressure to afford an oil that was purified by column chromatography on silica gel (eluting with 40% ethyl acetate in hexanes) t... Procedure details: To a solution of (R)-5-[(1R,2S)-3-(3,5-difluorophenyl)-1-hydroxy-2-nitropropyl]-2-ethoxymorpholine-4-carboxylic acid tert-butyl ester (0.145 g, 0.325 mmol) in methanol (5 mL) at room temperature add nickel (II) chloride (0.063 g, 0.487 mmol) and then sodium borohydride (0.061 g, 1.62 mmol) portionwise. Stir 30 minutes, add water (˜3 mL) and concentrate. Dilute with ethyl acetate and filter through Celite®. Partition the filtrate between ethyl acetate and water. Dry the ethyl acetate layer (magne... RXN SMILES: [C:1]([O:5][C:6]([N:8]1[CH:13]([C@@H:14]([OH:28])[C@@H:15]([N+:25]([O-])=O)[CH2:16][C:17]2[CH:22]=[C:21]([F:23])[CH:20]=[C:19]([F:24])[CH:18]=2)[CH2:12][O:11][C@@H:10]([O:29][CH2:30][CH3:31])[CH2:9]1)=[O:7])([CH3:4])([CH3:3])[CH3:2].[BH4-].[Na+].O>CO.[Ni](Cl)Cl>[C:1]([O:5][C:6]([N:8]1[CH:13]([C@@H:14]([OH:28])[C@@H:15]([NH2:25])[CH2:16][C:17]2[CH:18]=[C:19]([F:24])[CH:20]=[C:21]([F:23])[CH:22]=2)[CH2:12][O:11][C@@H:10]([O:29][CH2:30][CH3:31])[CH2:9]1)=[O:7])([CH3:3])([CH3:4])[CH3:2] |f:1.2|. Reaction conditions: time 30 minute. The product is C(C)(C)(C)OC(=O)N1C[C@@H](OCC1[C@H]([C@H](CC1=CC(=CC(=C1)F)F)N)O)OCC ((R)-5-[(1S,2S)-2-Amino-3-(3,5-difluorophenyl)-1-hydroxypropyl]-2-ethoxymorpholine-4-carboxylic acid tert-butyl ester). Reactants: C(C)(C)(C)OC(=O)N1C[C@@H](OCC1[C@H]([C@H](CC1=CC(=CC(=C1)F)F)[N+](=O)[O-])O)OCC ((R)-5-[(1R,2S)-3-(3,5-difluorophenyl)-1-hydroxy-2-nitropropyl]-2-ethoxymorpholine-4-carboxylic acid tert-butyl ester), O (water), [BH4-].[Na+] (sodium borohydride). The reagents and catalysts are [Ni](Cl)Cl (nickel (II) chloride). The solvent is CO (methanol). Reactants: NC[C@@H]1[C@H]2CC(C[C@H]2CN1C(=O)C=1N=C(SC1C=1C=C(C=CC1)C)C)C ([(1S,2S,5R)-2-aminomethyl-7-methyl-3-aza-bicyclo[3.3.0]oct-3-yl]-(2-methyl-5-m-tolyl-thiazol-4-yl)-methanone), ClC=1C=C(C(=O)O)C=CC1 (3-chloro-benzoic acid). Yields the product ClC=1C=C(C(=O)NC[C@@H]2[C@H]3CC(C[C@H]3CN2C(=O)C=2N=C(SC2C=2C=C(C=CC2)C)C)C)C=CC1 ((1S,2S,5R)-3-Chloro-N-[7-methyl-3-(2-methyl-5-m-tolyl-thiazole-4-carbonyl)-3-aza-bicyclo[3.3.0]oct-2-ylmethyl]-benzamide). RXN SMILES: [NH2:1][CH2:2][C@H:3]1[N:10]([C:11]([C:13]2[N:14]=[C:15]([CH3:25])[S:16][C:17]=2[C:18]2[CH:19]=[C:20]([CH3:24])[CH:21]=[CH:22][CH:23]=2)=[O:12])[CH2:9][C@H:8]2[C@@H:4]1[CH2:5][CH:6]([CH3:26])[CH2:7]2.[Cl:27][C:28]1[CH:29]=[C:30]([CH:34]=[CH:35][CH:36]=1)[C:31](O)=[O:32]>>[Cl:27][C:28]1[CH:29]=[C:30]([CH:34]=[CH:35][CH:36]=1)[C:31]([NH:1][CH2:2][C@H:3]1[N:10]([C:11]([C:13]2[N:14]=[C:15]([CH3:25])[S:16][C:17]=2[C:18]2[CH:19]=[C:20]([CH3:24])[CH:21]=[CH:22][CH:23]=2)=[O:12])[CH2:9][C@H:8]2[C@@H:4]1[CH2:5][CH:6]([CH3:26])[CH2:7]2)=[O:32]. Reported procedure: prepared by reaction of [(1S,2S,5R)-2-aminomethyl-7-methyl-3-aza-bicyclo[3.3.0]oct-3-yl]-(2-methyl-5-m-tolyl-thiazol-4-yl)-methanone with 3-chloro-benzoic acid. Reactants: FC(C1=C(C(=O)Cl)C=CC=C1)(F)F (2-(trifluoromethyl)benzoyl chloride), NC1=C(C(=O)O)C=CC=C1C(NC1=NC=CC=C1)=O (2-amino-3-(pyridin-2-ylcarbamoyl)benzoic acid), O (H2O). Solvent: N1=CC=CC=C1 (pyridine). Run at time 12 hour. Yields the product O=C1C2=C(N=C(O1)C1=C(C=CC=C1)C(F)(F)F)C(=CC=C2)C(=O)NC2=NC=CC=C2 (4-oxo-N-(pyridin-2-yl)-2-(2-(trifluoromethyl)phenyl)-4H-benzo[d][1,3]oxazine-8-carboxamide). Isolated yield 37.7%. RXN SMILES: [F:1][C:2]([F:13])([F:12])[C:3]1[CH:11]=[CH:10][CH:9]=[CH:8][C:4]=1[C:5](Cl)=[O:6].[NH2:14][C:15]1[C:23]([C:24](=[O:32])[NH:25][C:26]2[CH:31]=[CH:30][CH:29]=[CH:28][N:27]=2)=[CH:22][CH:21]=[CH:20][C:16]=1[C:17](O)=[O:18].O>N1C=CC=CC=1>[O:18]=[C:17]1[O:6][C:5]([C:4]2[CH:8]=[CH:9][CH:10]=[CH:11][C:3]=2[C:2]([F:13])([F:12])[F:1])=[N:14][C:15]2[C:23]([C:24]([NH:25][C:26]3[CH:31]=[CH:30][CH:29]=[CH:28][N:27]=3)=[O:32])=[CH:22][CH:21]=[CH:20][C:16]1=2. Procedure: 2-(trifluoromethyl)benzoyl chloride 24 (180 mg, 0.88 mmol) was added to a suspension of 2-amino-3-(pyridin-2-ylcarbamoyl)benzoic acid 23 (150 mg, 0.58 mmol) in pyridine (8 mL). The reaction mixture was stirred at room temperature for 12 h then poured into ice cooled H2O. The resulting precipitate was collected by filtration, rinsed with H2O, and dried under vacuum to give 25 (90 mg, 38% yield) as a white solid. Reactants: NC1=C(C(C2=C(O1)C1=CC=CC=C1C=C2)C2=CC(=C(C=C2)F)Cl)C#N (2-Amino 4 (3-chloro-4-fluorophenyl)-4H-naphtho[1,2-b]pyran-3-carbonitrile). Solvent: C(OCC)(OCC)OCC (triethyl orthoformate). Conditions: time 24 hour. Product: ClC=1C=C(C=CC1F)C1C2=C(OC(=C1C#N)N=COCC)C1=CC=CC=C1C=C2 (4-(3-chloro-4-fluorophenyl)-2-ethoxymethyleneamino-4H-naphtho[1,2-b]pyran-3-carbonitrile). As a reaction SMILES: [NH2:1][C:2]1[O:7][C:6]2[C:8]3[C:13]([CH:14]=[CH:15][C:5]=2[CH:4]([C:16]2[CH:21]=[CH:20][C:19]([F:22])=[C:18]([Cl:23])[CH:17]=2)[C:3]=1[C:24]#[N:25])=[CH:12][CH:11]=[CH:10][CH:9]=3>C(OCC)(OCC)OCC>[Cl:23][C:18]1[CH:17]=[C:16]([CH:4]2[C:3]([C:24]#[N:25])=[C:2]([N:1]=[CH:2][O:7][CH2:6][CH3:5])[O:7][C:6]3[C:8]4[C:13]([CH:14]=[CH:15][C:5]2=3)=[CH:12][CH:11]=[CH:10][CH:9]=4)[CH:21]=[CH:20][C:19]=1[F:22]. Procedure details: 2-Amino 4 (3-chloro-4-fluorophenyl)-4H-naphtho[1,2-b]pyran-3-carbonitrile (3.12 g) was heated, under reflux, in triethyl orthoformate (40 ml) for 24 hours. A fraction coming over at 80° to 140° C. was distilled off and more triethyl orthofomate (40 ml) was added, and the refluxing was continued for a further 24 hours. The solution was evaporated to dryness. The gummy residue was dissolved in chloroform and passed through a column of `flash` silica using 30% hexane in chloroform as eluant. The fr... The reactants are C(C1=CC=CC=C1)OC1=C(C2=C(C(C=C(O2)C=O)=O)C=C1)CCC (7-Benzyloxy-4-oxo-8-propyl-4H-1-benzopyran-2-carboxaldehyde), C(CC(=O)O)(=O)O (malonic acid). The solvent is N1=CC=CC=C1 (pyridine). Yields the product C(C1=CC=CC=C1)OC1=C(C2=C(C(C=C(O2)C=CC(=O)O)=O)C=C1)CCC (3-(7-Benzyloxy-4-oxo-8-n-propyl-4H-1-benzopyran-2-yl)acrylic acid). RXN SMILES: [CH2:1]([O:8][C:9]1[CH:21]=[CH:20][C:12]2[C:13](=[O:19])[CH:14]=[C:15](C=O)[O:16][C:11]=2[C:10]=1[CH2:22][CH2:23][CH3:24])[C:2]1[CH:7]=[CH:6][CH:5]=[CH:4][CH:3]=1.[C:25](O)(=O)[CH2:26][C:27]([OH:29])=[O:28]>N1C=CC=CC=1>[CH2:1]([O:8][C:9]1[CH:21]=[CH:20][C:12]2[C:13](=[O:19])[CH:14]=[C:15]([CH:25]=[CH:26][C:27]([OH:29])=[O:28])[O:16][C:11]=2[C:10]=1[CH2:22][CH2:23][CH3:24])[C:2]1[CH:3]=[CH:4][CH:5]=[CH:6][CH:7]=1. Reported procedure: 7-Benzyloxy-4-oxo-8-propyl-4H-1-benzopyran-2-carboxaldehyde (3.2 g), from Example 1(c) and malonic acid (1.1 g) were heated in pyridine (15 ml) at 100° C. until gas evolution ceased. The mixture was then evaporated and the residue was extracted with sodium bicarbonate. Acidification gave the title acid. The same acid was also prepared by hydrolysis of the product of Example 1(d). Reactants: COCC1C([C@H]1CO)(C1=CC=2C(CCC(C2C=C1)(C)C)(C)C)C ((±)-[(S)-3-Methoxymethyl-2-methyl-2-(5,5,8,8-tetramethyl-5,6,7,8-tetrahydronaphthalen-2-yl)-cyclopropyl]-methanol), Intermediate 4, C(C)I (ethyl iodide). The product is C(C)OCC1C([C@H]1CO)(C1=CC=2C(CCC(C2C=C1)(C)C)(C)C)C ((±)-[(S)-3-Ethoxymethyl-2-methyl-2-(5,5,8,8-tetramethyl-5,6,7,8-tetrahydro-naphthalen-2-yl)-cyclopropyl]-methanol). The yield is 78.0%. As a reaction SMILES: [CH3:1][O:2][CH2:3][CH:4]1[C@H:6]([CH2:7][OH:8])[C:5]1([CH3:23])[C:9]1[CH:18]=[CH:17][C:16]2[C:15]([CH3:20])([CH3:19])[CH2:14][CH2:13][C:12]([CH3:22])([CH3:21])[C:11]=2[CH:10]=1.[CH2:24](I)C>>[CH2:1]([O:2][CH2:3][CH:4]1[C@H:6]([CH2:7][OH:8])[C:5]1([CH3:23])[C:9]1[CH:18]=[CH:17][C:16]2[C:15]([CH3:20])([CH3:19])[CH2:14][CH2:13][C:12]([CH3:22])([CH3:21])[C:11]=2[CH:10]=1)[CH3:24]. Reported procedure: Following a procedure similar to that for the preparation of Intermediate 6a using Intermediate 4 as the starting material and ethyl iodide as alkylating reagent yielded the title compound as a colorless oil (69 mg, 78% yield):